This data is from the Open Reaction Database (ORD), a public repository of structured organic reaction records. The task is: describe an organic reaction: reactants, conditions, products, and yield The reactants are Cl, COc1cc2c(c(C(C)(C)C)c1)OC(CN=[N+]=[N-])C2. Product: COc1cc2c(c(C(C)(C)C)c1)OC(CN)C2. Reaction SMILES: [ClH:20].[N:1](=[N+:2]=[N-:3])[CH2:4][CH:5]1[O:6][c:7]2[c:8]([cH:10][c:11]([O:18][CH3:19])[cH:12][c:13]2[C:14]([CH3:15])([CH3:16])[CH3:17])[CH2:9]1>>[NH2:1][CH2:4][CH:5]1[O:6][c:7]2[c:8]([cH:10][c:11]([O:18][CH3:19])[cH:12][c:13]2[C:14]([CH3:15])([CH3:16])[CH3:17])[CH2:9]1. Starting materials: [C@@H]1([C@H](O)[C@H](O)[C@@H](CO)O1)N1C(=O)N=C(N)C=C1 (Cytidine), C(C)(=O)OC(C)=O (acetic anhydride). Run in CN(C=O)C (N,N-dimethylformamide). Reaction conditions: time 8 hour. Product: C(C)(=O)NC1=NC(N([C@H]2[C@H](O)[C@H](O)[C@@H](CO)O2)C=C1)=O (N4 -Acetylcytidine). RXN SMILES: [C@@H:1]1([N:10]2[CH:17]=[CH:16][C:14]([NH2:15])=[N:13][C:11]2=[O:12])[O:9][C@H:6]([CH2:7][OH:8])[C@@H:4]([OH:5])[C@H:2]1[OH:3].[C:18](OC(=O)C)(=[O:20])[CH3:19]>CN(C)C=O>[C:18]([NH:15][C:14]1[CH:16]=[CH:17][N:10]([C@@H:1]2[O:9][C@H:6]([CH2:7][OH:8])[C@@H:4]([OH:5])[C@H:2]2[OH:3])[C:11](=[O:12])[N:13]=1)(=[O:20])[CH3:19]. Procedure details: Cytidine (1) (7.3 g, 30 mmoles) was suspended in anhydrous N,N-dimethylformamide (120 ml) and to it was added acetic anhydride (3.12 ml, 33 mmoles). The mixture was stirred at room temperature overnight. After removal of the DMF under reduced pressure, the resulting residue was triturated with excess of diethylether (~30 ml) and the crystalline product obtained collected by filtration, washed thoroughly with diethylether and air dried to get a quantitative yield of 2. A small portion was crystal... The reactants are C(C)(C)(C)OC(CN1C2=C(C(C3=C(C1=O)C=CC=C3)CC(=O)OC)C=CC=C2)=O (Methyl [5-(2-tert-butoxy-2-oxoethyl)-6-oxo-6,11-dihydro-5-H-dibenzo-[b,e]azepin-11-yl]acetate), C(=O)(C(F)(F)F)O (TFA). The solvent is C(Cl)Cl (CH2Cl2). Conditions: temperature 0 celsius, time 1 hour. The product is C(C)(=O)ON1C2=C(C(C3=C(C1=O)C=CC=C3)CC(=O)OC)C=CC=C2 (11-(2-Methoxy-2-oxoethyl)-6-oxo-6,11-dihydro-5H-dibenzo[b,e]-azepin-5-yl acetate). RXN SMILES: C(OC(=O)C[N:8]1[C:14](=[O:15])[C:13]2[CH:16]=[CH:17][CH:18]=[CH:19][C:12]=2[CH:11]([CH2:20][C:21]([O:23][CH3:24])=[O:22])[C:10]2[CH:25]=[CH:26][CH:27]=[CH:28][C:9]1=2)(C)(C)C.[C:30]([OH:36])([C:32](F)(F)F)=[O:31]>C(Cl)Cl>[C:30]([O:36][N:8]1[C:14](=[O:15])[C:13]2[CH:16]=[CH:17][CH:18]=[CH:19][C:12]=2[CH:11]([CH2:20][C:21]([O:23][CH3:24])=[O:22])[C:10]2[CH:25]=[CH:26][CH:27]=[CH:28][C:9]1=2)(=[O:31])[CH3:32]. Procedure details: Methyl [5-(2-tert-butoxy-2-oxoethyl)-6-oxo-6,11-dihydro-5H-dibenzo[b,e]azepin-11-yl]acetate 2 (30.5 g, 77.5 mmol) was taken up in 100 ml of CH2Cl2 and, at 0° C., 150 ml of TFA were added, and the mixture was stirred at 0° C. for about 1 h and then at RT. After the reaction was complete, the mixture was evaporated, and mixed with toluene 2× and again evaporated. 33.6 g of a yellowish oil were obtained as crude product; crystallization from acetone afforded 14.8 g of white solid.